From a dataset of the Open Reaction Database (ORD), a public repository of structured organic reaction records. describe an organic reaction: reactants, conditions, products, and yield Reactants: CC1N(C2=C(C(=C(C=C2C1)OCC(=C)C)C)C)C=O (2,3-dihydro-2,6,7-trimethyl-5-[(2-methyl-2-propenyl)oxy]-1H-indole-1-carbaldehyde). Solvent: C(C)N(C1=CC=CC=C1)CC (N,N-diethylaniline), C(C)OCC (diethyl ether). The product is OC=1C(=C2CC(N(C2=C(C1C)C)C=O)C)CC(=C)C (2,3-Dihydro-5-hydroxy-2,6,7-trimethyl-4-(2-methyl-2-propenyl)-1H-indole-1-carbaldehyde). Yield: 137.5%. As a reaction SMILES: [CH3:1][CH:2]1[CH2:10][C:9]2[C:4](=[C:5]([CH3:17])[C:6]([CH3:16])=[C:7]([O:11]CC(C)=C)[CH:8]=2)[N:3]1[CH:18]=[O:19]>C(N(CC)C1C=CC=CC=1)C.C(OCC)C>[OH:11][C:7]1[C:8]([CH2:6][C:5]([CH3:17])=[CH2:4])=[C:9]2[C:4](=[C:5]([CH3:17])[C:6]=1[CH3:16])[N:3]([CH:18]=[O:19])[CH:2]([CH3:1])[CH2:10]2. Reported procedure: A solution of 2,3-dihydro-2,6,7-trimethyl-5-[(2-methyl-2-propenyl)oxy]-1H-indole-1-carbaldehyde (0.59 g, 2.3 mmol) in N,N-diethylaniline (3 mL) was stirred at 200° C. for 4.5 hours under the nitrogen atmosphere. The reaction mixture was dissolved in diethyl ether, washed with 1N hydrochloric acid, water and saturated brine, dried over magnesium sulfate, filtered, and concentrated under reduced pressure. The residue was recrystallized from ethyl acetate-diisopropyl ether to obtain 0.41 g of the t... The reactants are C(C)N[C@@H]1CNC[C@H]1SC (trans-3-ethylamino-4-methylthio-pyrrolidine), ClC=1C(=C(C=C2C(C(=CN(C12)C1CC1)C(=O)O)=O)F)F (8-chloro-1-cyclopropyl-6,7-difluoro-1,4-dihydro-4-oxo-3-quinolinecarboxylic acid). Product: ClC=1C(=C(C=C2C(C(=CN(C12)C1CC1)C(=O)O)=O)F)N1C[C@H]([C@@H](C1)SC)NCC (8-chloro-1-cyclopropyl-7-(trans-3-ethylamino-4-methylthio-1-pyrrolidinyl)-6-fluoro-1,4-dihydro-4-oxo-3-quinolinecarboxylic acid). As a reaction SMILES: [CH2:1]([NH:3][C@H:4]1[C@H:8]([S:9][CH3:10])[CH2:7][NH:6][CH2:5]1)[CH3:2].[Cl:11][C:12]1[C:13](F)=[C:14]([F:29])[CH:15]=[C:16]2[C:21]=1[N:20]([CH:22]1[CH2:24][CH2:23]1)[CH:19]=[C:18]([C:25]([OH:27])=[O:26])[C:17]2=[O:28]>>[Cl:11][C:12]1[C:13]([N:6]2[CH2:7][C@@H:8]([S:9][CH3:10])[C@H:4]([NH:3][CH2:1][CH3:2])[CH2:5]2)=[C:14]([F:29])[CH:15]=[C:16]2[C:21]=1[N:20]([CH:22]1[CH2:24][CH2:23]1)[CH:19]=[C:18]([C:25]([OH:27])=[O:26])[C:17]2=[O:28]. Procedure details: The reaction is carried out analogously to Example 13 with trans-3-ethylamino-4-methylthio-pyrrolidine and 8-chloro-1-cyclopropyl-6,7-difluoro-1,4-dihydro-4-oxo-3-quinolinecarboxylic acid to give 8-chloro-1-cyclopropyl-7-(trans-3-ethylamino-4-methylthio-1-pyrrolidinyl)-6-fluoro-1,4-dihydro-4-oxo-3-quinolinecarboxylic acid, melting point: 217°-218° C. (with decomposition).